From a dataset of the Open Reaction Database (ORD), a public repository of structured organic reaction records. describe an organic reaction: reactants, conditions, products, and yield The reactants are N#CSc1cnc(NC(=O)N(C2CCCCC2)C2CCCCC2)s1, ClCCN1CCOCC1, OC(CS)C(O)CS. The product is O=C(Nc1ncc(SCCN2CCOCC2)s1)N(C1CCCCC1)C1CCCCC1. Reaction SMILES: [CH:1]1([N:7]([C:8](=[O:9])[NH:10][c:11]2[s:12][c:13]([S:16][C:17]#[N:18])[cH:14][n:15]2)[CH:19]2[CH2:20][CH2:21][CH2:22][CH2:23][CH2:24]2)[CH2:2][CH2:3][CH2:4][CH2:5][CH2:6]1.[Cl:33][CH2:34][CH2:35][N:36]1[CH2:37][CH2:38][O:39][CH2:40][CH2:41]1.[SH:25][CH2:26][CH:27]([CH:28]([CH2:29][SH:30])[OH:31])[OH:32]>>[CH:1]1([N:7]([C:8](=[O:9])[NH:10][c:11]2[s:12][c:13]([S:16][CH2:34][CH2:35][N:36]3[CH2:37][CH2:38][O:39][CH2:40][CH2:41]3)[cH:14][n:15]2)[CH:19]2[CH2:20][CH2:21][CH2:22][CH2:23][CH2:24]2)[CH2:2][CH2:3][CH2:4][CH2:5][CH2:6]1. Reactants: CS(=O)(=O)OS(C)(=O)=O, ClCCl, c1ccc(N2CCNCC2)nc1, OCc1cc2ccccc2s1. Product: c1ccc(N2CCN(Cc3cc4ccccc4s3)CC2)nc1. As a reaction SMILES: [CH3:12][S:13]([O:14][S:15]([CH3:16])(=[O:17])=[O:18])(=[O:19])=[O:20].[Cl:33][CH2:34][Cl:35].[n:21]1[c:22]([N:27]2[CH2:28][CH2:29][NH:30][CH2:31][CH2:32]2)[cH:23][cH:24][cH:25][cH:26]1.[s:1]1[c:2]([CH2:10][OH:11])[cH:3][c:4]2[c:5]1[cH:6][cH:7][cH:8][cH:9]2>>[s:1]1[c:2]([CH2:10][N:30]2[CH2:29][CH2:28][N:27]([c:22]3[n:21][cH:26][cH:25][cH:24][cH:23]3)[CH2:32][CH2:31]2)[cH:3][c:4]2[c:5]1[cH:6][cH:7][cH:8][cH:9]2. The reactants are CCCCS(=O)(=O)Cl, O=C(O)C1CCCNC1. The product is CCCCS(=O)(=O)N1CCCC(C(=O)O)C1. RXN SMILES: [CH2:10]([CH2:11][CH2:12][CH3:13])[S:14](=[O:15])(=[O:16])[Cl:17].[OH:1][C:2](=[O:3])[CH:4]1[CH2:5][CH2:6][CH2:7][NH:8][CH2:9]1>>[OH:1][C:2](=[O:3])[CH:4]1[CH2:5][CH2:6][CH2:7][N:8]([S:14]([CH2:10][CH2:11][CH2:12][CH3:13])(=[O:15])=[O:16])[CH2:9]1.